This data is from the Open Reaction Database (ORD), a public repository of structured organic reaction records. The task is: describe an organic reaction: reactants, conditions, products, and yield Starting materials: C#CCBr, COc1ccccc1O, [K+], [K+], O=C([O-])[O-], CN(C)C=O. The product is C=CCOc1ccccc1OC. As a reaction SMILES: [CH2:10]([C:11]#[CH:12])[Br:13].[CH3:1][O:2][c:3]1[cH:4][cH:5][cH:6][cH:7][c:8]1[OH:9].[K+:14].[K+:15].[O-:16][C:17]([O-:18])=[O:19].[O:20]=[CH:21][N:22]([CH3:23])[CH3:24]>>[CH3:1][O:2][c:3]1[cH:4][cH:5][cH:6][cH:7][c:8]1[O:9][CH2:12][CH:11]=[CH2:10]. Reactants: CC=1C=C(C=2C(=NNC2C1)CCN[C@@H]1CN2CCC1CC2)C(=O)[O-].[Li+] (lithium (S)-6-methyl-3-(2-(quinuclidin-3-ylamino)ethyl)-1H-indazole-4-carboxylate), CC=1C=C(C=2C(=NNC2C1)CCN[C@@H]1CN2CCC1CC2)C(=O)OC ((S)-methyl 6-methyl-3-(2-(quinuclidin-3-ylamino)ethyl)-1H-indazole-4-carboxylate), Cl (hydrochloric acid). Product: Cl.CC=1C=C(C=2C(=NNC2C1)CCN[C@@H]1CN2CCC1CC2)C(=O)OC ((S)-methyl 6-methyl-3-(2-(quinuclidin-3-ylamino)ethyl)-1H-indazole-4-carboxylate hydrochloride). Reaction SMILES: CC1C=C(C([O-])=O)C2C(CCN[C@H]3C4CCN(CC4)C3)=NNC=2C=1.[Li+].[CH3:26][C:27]1[CH:28]=[C:29]([C:47]([O:49][CH3:50])=[O:48])[C:30]2[C:31]([CH2:36][CH2:37][NH:38][C@H:39]3[CH:44]4[CH2:45][CH2:46][N:41]([CH2:42][CH2:43]4)[CH2:40]3)=[N:32][NH:33][C:34]=2[CH:35]=1.[ClH:51]>>[ClH:51].[CH3:26][C:27]1[CH:28]=[C:29]([C:47]([O:49][CH3:50])=[O:48])[C:30]2[C:31]([CH2:36][CH2:37][NH:38][C@H:39]3[CH:44]4[CH2:45][CH2:46][N:41]([CH2:42][CH2:43]4)[CH2:40]3)=[N:32][NH:33][C:34]=2[CH:35]=1 |f:0.1,4.5|. Procedure details: The procedure described in Step F of Example 8 was used to convert lithium (S)-6-methyl-3-(2-(quinuclidin-3-ylamino)ethyl)-1H-indazole-4-carboxylate from Step D above to (S)-methyl 6-methyl-3-(2-(quinuclidin-3-ylamino)ethyl)-1H-indazole-4-carboxylate (43 mg, 17%) as an off-white solid, which was treated immediately with hydrochloric acid following the procedure described in Step G of Example 8 to afford (S)-methyl 6-methyl-3-(2-(quinuclidin-3-ylamino)ethyl)-1H-indazole-4-carboxylate hydrochlorid... Starting materials: FC1=C(C(=CC=C1)F)S(=O)(=O)Cl (2,6-difluorobenzenesulfonyl chloride), Intermediate 14, ClC1=NC=CC(=N1)C1=C(N=C(O1)C(C)(C)C)C=1C(=C(N)C=CC1)F (3-[5-(2-chloro-4-pyrimidinyl)-2-(1,1-dimethylethyl)-1,3-oxazol-4-yl]-2-fluoroaniline). Product: ClC1=NC=CC(=N1)C1=C(N=C(O1)C(C)(C)C)C=1C(=C(C=CC1)NS(=O)(=O)C1=C(C=CC=C1F)F)F (N-{3-[5-(2-chloro-4-pyrimidinyl)-2-(1,1-dimethylethyl)-1,3-oxazol-4-yl]-2-fluorophenyl}-2,6-difluorobenzenesulfonamide), solid. Isolated yield 59.0%. As a reaction SMILES: [Cl:1][C:2]1[N:7]=[C:6]([C:8]2[O:12][C:11]([C:13]([CH3:16])([CH3:15])[CH3:14])=[N:10][C:9]=2[C:17]2[C:18]([F:24])=[C:19]([CH:21]=[CH:22][CH:23]=2)[NH2:20])[CH:5]=[CH:4][N:3]=1.[F:25][C:26]1[CH:31]=[CH:30][CH:29]=[C:28]([F:32])[C:27]=1[S:33](Cl)(=[O:35])=[O:34]>>[Cl:1][C:2]1[N:7]=[C:6]([C:8]2[O:12][C:11]([C:13]([CH3:16])([CH3:15])[CH3:14])=[N:10][C:9]=2[C:17]2[C:18]([F:24])=[C:19]([NH:20][S:33]([C:27]3[C:28]([F:32])=[CH:29][CH:30]=[CH:31][C:26]=3[F:25])(=[O:35])=[O:34])[CH:21]=[CH:22][CH:23]=2)[CH:5]=[CH:4][N:3]=1. Procedure details: Following a procedure analogous to the procedure described in Intermediate 14 using 3-[5-(2-chloro-4-pyrimidinyl)-2-(1,1-dimethylethyl)-1,3-oxazol-4-yl]-2-fluoroaniline (150 mg, 0.433 mmol) and 2,6-difluorobenzenesulfonyl chloride (184 mg, 0.865 mmol), the title compound was obtained as a white solid (135 mg, 59%). MS (ES): 522 [M+H]+. RXN SMILES: [C:1]([N:8]1[CH2:12][C@@H:11]([N:13]=[N+:14]=[N-:15])[CH2:10][C@H:9]1[C:16]([OH:18])=O)([O:3][C:4]([CH3:7])([CH3:6])[CH3:5])=[O:2].C[CH2:20][N:21](C(C)C)[CH:22](C)C.CNC.C1COCC1.C1C=CC2N(O)N=NC=2C=1.C(Cl)CCl>CN(C=O)C>[C:1]([N:8]1[CH2:12][C@@H:11]([N:13]=[N+:14]=[N-:15])[CH2:10][C@H:9]1[C:16]([N:21]([CH3:22])[CH3:20])=[O:18])([O:3][C:4]([CH3:5])([CH3:6])[CH3:7])=[O:2] |f:2.3|. The yield is 479.4%. Procedure details: To a solution of (2S,4S)-1-Boc-4-azidopyrrolidine-2-carboxylic acid (9.5 g, 35 mmol) prepared in Step A in DMF (30□) was added dropwise DIPEA (1.15□, 6.70 mmol), and added dropwise 2M dimethylamine-THF solution (26.3 ml, 52.5 mmol), HOBT (7 g, 52.5 mmol) and EDC (10.2 g, 52.5 mmol) in order. The reaction mixture was stirred at rt for 12 h, and concentrated in vacuo. The residue was diluted with EtOAc, and washed with a saturated NaHCO3 aqueous solution, water and 1N HCl. The organic solution was... Product: C(=O)(OC(C)(C)C)N1[C@@H](C[C@@H](C1)N=[N+]=[N-])C(=O)N(C)C ((2S,4S) 1-Boc-4-azido[(dimethylamino)carbonyl]pyrrolidine). Run at time 12 hour. Run in CN(C)C=O (DMF). The reactants are CNC.C1CCOC1 (dimethylamine THF), C=1C=CC2=C(C1)N=NN2O (HOBT), C(CCl)Cl (EDC), C(=O)(OC(C)(C)C)N1[C@@H](C[C@@H](C1)N=[N+]=[N-])C(=O)O ((2S,4S)-1-Boc-4-azidopyrrolidine-2-carboxylic acid), CCN(C(C)C)C(C)C (DIPEA). The reactants are CC(C)(C)OC(=O)n1c(-c2cncc(OS(=O)(=O)N3CCCC3)c2)cc2ccc(Cl)cc21, O=C([O-])O, ClCCl, O=C(O)C(F)(F)F, [Na+]. Product: O=S(=O)(Oc1cncc(-c2cc3ccc(Cl)cc3[nH]2)c1)N1CCCC1. RXN SMILES: [C:1]([O:2][C:3](=[O:4])[n:8]1[c:9](-[c:18]2[cH:19][n:20][cH:21][c:22]([O:24][S:25](=[O:26])(=[O:27])[N:28]3[CH2:29][CH2:30][CH2:31][CH2:32]3)[cH:23]2)[cH:10][c:11]2[cH:12][cH:13][c:14]([Cl:17])[cH:15][c:16]12)([CH3:5])([CH3:6])[CH3:7].[C:40](=[O:41])([OH:42])[O-:43].[Cl:45][CH2:46][Cl:47].[F:33][C:34]([F:35])([F:36])[C:37]([OH:38])=[O:39].[Na+:44]>>[nH:8]1[c:9](-[c:18]2[cH:19][n:20][cH:21][c:22]([O:24][S:25](=[O:26])(=[O:27])[N:28]3[CH2:29][CH2:30][CH2:31][CH2:32]3)[cH:23]2)[cH:10][c:11]2[cH:12][cH:13][c:14]([Cl:17])[cH:15][c:16]12.